From a dataset of the Open Reaction Database (ORD), a public repository of structured organic reaction records. describe an organic reaction: reactants, conditions, products, and yield The reactants are [OH-].[K+] (potassium hydroxide), ClC=1C=C(C=CC1Cl)C1(CC(CC(=C1C(=O)OC)C)C)C (methyl (4RS,6RS)-6-(3,4-dichlorophenyl)-2,4,6-trimethylcyclohex-1-enecarboxylate). Yields the product ClC=1C=C(C=CC1Cl)C1(CC(CC(=C1C(=O)O)C)C)C ((4RS,6RS)-6-(3,4-dichlorophenyl)-2,4,6-trimethylcyclohex-1-enecarboxylic acid). Reaction SMILES: [OH-].[K+].[Cl:3][C:4]1[CH:5]=[C:6]([C:11]2([CH3:23])[C:16]([C:17]([O:19]C)=[O:18])=[C:15]([CH3:21])[CH2:14][CH:13]([CH3:22])[CH2:12]2)[CH:7]=[CH:8][C:9]=1[Cl:10]>>[Cl:3][C:4]1[CH:5]=[C:6]([C:11]2([CH3:23])[C:16]([C:17]([OH:19])=[O:18])=[C:15]([CH3:21])[CH2:14][CH:13]([CH3:22])[CH2:12]2)[CH:7]=[CH:8][C:9]=1[Cl:10] |f:0.1|. Procedure details: Following the procedure of Step 7, Example 1-3, (except that potassium hydroxide was used in place of sodium hydroxide), methyl (4RS,6RS)-6-(3,4-dichlorophenyl)-2,4,6-trimethylcyclohex-1-enecarboxylate was converted to Example 6. Mass spectrum m/z 313.14 (M+H+). The reactants are CCI, C[Si](C)(C)[N-][Si](C)(C)C, [K+], C1CCOC1, CC(C)(C)OC(=O)N1C(C(=O)c2c[nH]c3ccccc23)CSC1c1cccnc1. Yields the product CCn1cc(C(=O)C2CSC(c3cccnc3)N2C(=O)OC(C)(C)C)c2ccccc21. Reaction SMILES: [CH2:40]([CH3:41])[I:42].[CH3:1][Si:2]([CH3:3])([CH3:4])[N-:5][Si:6]([CH3:7])([CH3:8])[CH3:9].[K+:10].[O:43]1[CH2:44][CH2:45][CH2:46][CH2:47]1.[n:11]1[cH:12][c:13]([CH:17]2[S:18][CH2:19][CH:20]([C:29](=[O:30])[c:31]3[cH:32][nH:33][c:34]4[cH:35][cH:36][cH:37][cH:38][c:39]34)[N:21]2[C:22](=[O:23])[O:24][C:25]([CH3:26])([CH3:27])[CH3:28])[cH:14][cH:15][cH:16]1>>[n:11]1[cH:12][c:13]([CH:17]2[S:18][CH2:19][CH:20]([C:29](=[O:30])[c:31]3[cH:32][n:33]([CH2:40][CH3:41])[c:34]4[cH:35][cH:36][cH:37][cH:38][c:39]34)[N:21]2[C:22](=[O:23])[O:24][C:25]([CH3:26])([CH3:27])[CH3:28])[cH:14][cH:15][cH:16]1. Reactants: CC1=CNC=2CC(CC(C12)=O)C1=CC=CC=C1 (3-methyl-6-phenyl-4,5,6,7-tetrahydroindol-4-one), C(=N)(N)NN.Cl (aminoguanidine hydrochloride), Cl (hydrochloric acid), O (water). The solvent is C(C)O (ethanol). The product is Cl.N(C(=N)N)N=C1C=2C(=CNC2CC(C1)C1=CC=CC=C1)C (4-guanidinoimino-3-methyl-6-phenyl-4,5,6,7-tetrahydroindole hydrochloride). Yield: 8.9%. As a reaction SMILES: [CH3:1][C:2]1[C:10]2[C:9](=O)[CH2:8][CH:7]([C:12]3[CH:17]=[CH:16][CH:15]=[CH:14][CH:13]=3)[CH2:6][C:5]=2[NH:4][CH:3]=1.[C:18]([NH:21][NH2:22])([NH2:20])=[NH:19].[ClH:23].Cl.O>C(O)C>[ClH:23].[NH:21]([N:22]=[C:9]1[CH2:8][CH:7]([C:12]2[CH:17]=[CH:16][CH:15]=[CH:14][CH:13]=2)[CH2:6][C:5]2[NH:4][CH:3]=[C:2]([CH3:1])[C:10]1=2)[C:18]([NH2:20])=[NH:19] |f:1.2,6.7|. Procedure: A mixture of 3-methyl-6-phenyl-4,5,6,7-tetrahydroindol-4-one (0.8 g), aminoguanidine hydrochloride (0.41 g), concentrated hydrochloric acid (0.18 ml), water (0.18 ml) and ethanol (50 ml) was refluxed for 30 minutes. Under reduced pressure, the solvent was evaporated, and the residue was dissolved in water. The solution was washed with diethylether. To the mixture was added sodium hydroxide solution, and the mixture was extracted with ethyl acetate. The organic layer was washed with water and sat... As a reaction SMILES: [C:1]([O:2][C:3](=[O:4])[NH:7][CH:8]1[CH2:9][CH:10]2[S:11][CH2:12][CH:13]([C:17]#[N:18])[N:14]2[C:15]1=[O:16])([CH3:5])([CH3:6])[CH3:19].[ClH:20].[O:21]1[CH2:22][CH2:23][O:24][CH2:25][CH2:26]1>>[NH2:7][CH:8]1[CH2:9][CH:10]2[S:11][CH2:12][CH:13]([C:17]#[N:18])[N:14]2[C:15]1=[O:16]. Yields the product N#CC1CSC2CC(N)C(=O)N12. Reactants: CC(C)(C)OC(=O)NC1CC2SCC(C#N)N2C1=O, Cl, C1COCCO1. Starting materials: C1CCOC1, CCOC(C)=O, CC1=CC(=O)C=C(C)C1=O, Cl. Yields the product CCOC(=O)CC1(O)C=C(C)C(=O)C(C)=C1. RXN SMILES: [CH2:18]1[O:19][CH2:20][CH2:21][CH2:22]1.[CH3:12][CH2:13][O:14][C:15]([CH3:16])=[O:17].[CH3:1][C:2]1=[CH:7][C:6](=[O:8])[CH:5]=[C:4]([CH3:9])[C:3]1=[O:10].[ClH:11]>>[CH3:1][C:2]1=[CH:7][C:6]([OH:8])([CH2:16][C:15]([O:14][CH2:13][CH3:12])=[O:17])[CH:5]=[C:4]([CH3:9])[C:3]1=[O:10]. The reactants are Cl.C1(=CC=CC=C1)N1C[C@@H](CC1)NC1=CC=C(C=N1)/C=C/C(=O)O ((2E)-3-(6-{[(3R)-1-phenyl-3-pyrrolidinyl]amino}-3-pyridinyl)acrylic acid hydrochloride), O1C(CCCC1)ON (O-tetrahydro-2H-pyran-2-ylhydroxylamine), ON1N=NC2=C1C=CC=C2 (1-hydroxybenzotriazole), CN(CCCN=C=NCC)C (1-(3-dimethylaminopropyl)-3-ethylcarbodiimide), C(=O)(O)[O-].[Na+] (NaHCO3). Solvent: CN(C=O)C (N,N-dimethylformamide), O (water). Run at time 8 hour. The product is C1(=CC=CC=C1)N1C[C@@H](CC1)NC1=CC=C(C=N1)/C=C/C(=O)NOC1OCCCC1 ((2E)-3-(6-{[(3R)-1-phenyl-3-pyrrolidinyl]amino}-3-pyridinyl)-N-(tetrahydro-2H-pyran-2-yloxy)acrylamide). The yield is 98.4%. RXN SMILES: Cl.[C:2]1([N:8]2[CH2:12][CH2:11][C@@H:10]([NH:13][C:14]3[N:19]=[CH:18][C:17](/[CH:20]=[CH:21]/[C:22]([OH:24])=O)=[CH:16][CH:15]=3)[CH2:9]2)[CH:7]=[CH:6][CH:5]=[CH:4][CH:3]=1.[O:25]1[CH2:30][CH2:29][CH2:28][CH2:27][CH:26]1[O:31][NH2:32].ON1C2C=CC=CC=2N=N1.CN(C)CCCN=C=NCC.C([O-])(O)=O.[Na+]>CN(C)C=O.O>[C:2]1([N:8]2[CH2:12][CH2:11][C@@H:10]([NH:13][C:14]3[N:19]=[CH:18][C:17](/[CH:20]=[CH:21]/[C:22]([NH:32][O:31][CH:26]4[CH2:27][CH2:28][CH2:29][CH2:30][O:25]4)=[O:24])=[CH:16][CH:15]=3)[CH2:9]2)[CH:3]=[CH:4][CH:5]=[CH:6][CH:7]=1 |f:0.1,5.6|. Procedure details: To a solution of (2E)-3-(6-{[(3R)-1-phenyl-3-pyrrolidinyl]amino}-3-pyridinyl)acrylic acid hydrochloride (37 mg), O-tetrahydro-2H-pyran-2-ylhydroxylamine (19 mg), and 1-hydroxybenzotriazole (22 mg) in N,N-dimethylformamide (1 mL) was added 1-(3-dimethylaminopropyl)-3-ethylcarbodiimide (25 mg) at 4° C. The mixture was warmed to ambient temperature and stirred for 8 hours. The reaction mixture was added saturated NaHCO3 (1 mL) and water (4 mL). A resulting precipitate was collected by filtration, a... Run in C1CCOC1.CO (THF methanol). Isolated yield 93.2%. Reported procedure: Sodium methoxide (16 mg) was added to a solution of (2S,3S,4R,5R,6R)-2-[3-[(1-acetylazulen-2-yl)methyl]phenyl]-6-[(acetyloxy)methyl]tetrahydro-2H-pyran-3,4,5-triyl triacetate (0.09 g) in THF-methanol (ratio: 1:1, 6.0 ml) at 0° C. and the mixture was stirred for two hours. After neutralizing with a cation exchange resin, the reaction mixture was added to 10% aqueous solution of hydrochloric acid under cooling with ice. After filtration, the filtrate was concentrated. The residue was purified by s... The product is O[C@H]1[C@@H](O[C@@H]([C@H]([C@@H]1O)O)CO)C=1C=C(CC2=C(C3=CC=CC=CC3=C2)C(C)=O)C=CC1 (1-(2-[3-[(2S,3R,4R,5S,6R)-3,4,5-trihydroxy-6-(hydroxymethyl)tetrahydro-2H-pyran-2-yl]benzyl]azulen-1-yl)ethanone). Conditions: time 2 hour. RXN SMILES: C[O-].[Na+].C([O:7][C@@H:8]1[C@@H:13]([O:14]C(=O)C)[C@H:12]([O:18]C(=O)C)[C@@H:11]([CH2:22][O:23]C(=O)C)[O:10][C@H:9]1[C:27]1[CH:32]=[CH:31][CH:30]=[C:29]([CH2:33][C:34]2[CH:43]=[C:42]3[C:36](=[CH:37][CH:38]=[CH:39][CH:40]=[CH:41]3)[C:35]=2[C:44](=[O:46])[CH3:45])[CH:28]=1)(=O)C.Cl>C1COCC1.CO>[OH:7][C@@H:8]1[C@@H:13]([OH:14])[C@H:12]([OH:18])[C@@H:11]([CH2:22][OH:23])[O:10][C@H:9]1[C:27]1[CH:28]=[C:29]([CH:30]=[CH:31][CH:32]=1)[CH2:33][C:34]1[CH:43]=[C:42]2[C:36](=[CH:37][CH:38]=[CH:39][CH:40]=[CH:41]2)[C:35]=1[C:44](=[O:46])[CH3:45] |f:0.1,4.5|. Reactants: C[O-].[Na+] (Sodium methoxide), C(C)(=O)O[C@H]1[C@@H](O[C@@H]([C@H]([C@@H]1OC(C)=O)OC(C)=O)COC(C)=O)C1=CC(=CC=C1)CC1=C(C2=CC=CC=CC2=C1)C(C)=O ((2S,3S,4R,5R,6R)-2-[3-[(1-acetylazulen-2-yl)methyl]phenyl]-6-[(acetyloxy)methyl]tetrahydro-2H-pyran-3,4,5-triyl triacetate), aqueous solution, Cl (hydrochloric acid). The reactants are [Sn](Cl)Cl (tin(II) chloride), N12C[C@@H](C(CC1)CC2)NC(=O)C=2OC1=C(C2)C=CC(=C1)[N+](=O)[O-] (N-[(3R)-1-azabicyclo[2.2.2]oct-3-yl]-6-nitro-1-benzofuran-2-carboxamide). The solvent is CN(C)C=O (DMF). Run at time 8 hour. The product is N12C[C@@H](C(CC1)CC2)NC(=O)C=2OC1=C(C2)C=CC(=C1)N (N-[(3R)-1-Azabicyclo[2.2.2]oct-3-yl]-6-amino-1-benzofuran-2-carboxamide). As a reaction SMILES: [Sn](Cl)Cl.[N:4]12[CH2:11][CH2:10][CH:7]([CH2:8][CH2:9]1)[C@@H:6]([NH:12][C:13]([C:15]1[O:16][C:17]3[CH:23]=[C:22]([N+:24]([O-])=O)[CH:21]=[CH:20][C:18]=3[CH:19]=1)=[O:14])[CH2:5]2>CN(C=O)C>[N:4]12[CH2:9][CH2:8][CH:7]([CH2:10][CH2:11]1)[C@@H:6]([NH:12][C:13]([C:15]1[O:16][C:17]3[CH:23]=[C:22]([NH2:24])[CH:21]=[CH:20][C:18]=3[CH:19]=1)=[O:14])[CH2:5]2. Procedure details: 15.0 ml (30 mmol) of a 2 M tin(II) chloride solution in DMF are added to N-[(3R)-1-azabicyclo[2.2.2]oct-3-yl]-6-nitro-1-benzofuran-2-carboxamide (1550 mg, 4.92 mmol). The mixture is stirred overnight. The solvent is removed under reduced pressure using a rotary evaporator. The crude product is taken up in methanol and, together with acidic ion exchange resin (Dowex WX2-200), shaken for about 1 h. The loaded ion exchanger is washed with methanol, then with water, DMF, again with methanol, with di... Reactants: CCOC(C)=O, O=C(CCNC(=O)C(Cc1ccc(-c2ccccc2)cc1)NCP(=O)(Oc1ccccc1)Oc1ccccc1)OCc1ccccc1. Yields the product O=C(O)CCNC(=O)C(Cc1ccc(-c2ccccc2)cc1)NCP(=O)(Oc1ccccc1)Oc1ccccc1. As a reaction SMILES: [CH3:48][CH2:49][O:50][C:51](=[O:52])[CH3:53].[c:1]1([O:7][P:8](=[O:9])([O:10][c:11]2[cH:12][cH:13][cH:14][cH:15][cH:16]2)[CH2:17][NH:18][CH:19]([C:20](=[O:21])[NH:22][CH2:23][CH2:24][C:25](=[O:26])[O:27][CH2:28][c:29]2[cH:30][cH:31][cH:32][cH:33][cH:34]2)[CH2:35][c:36]2[cH:37][cH:38][c:39](-[c:42]3[cH:43][cH:44][cH:45][cH:46][cH:47]3)[cH:40][cH:41]2)[cH:2][cH:3][cH:4][cH:5][cH:6]1>>[c:1]1([O:7][P:8](=[O:9])([O:10][c:11]2[cH:12][cH:13][cH:14][cH:15][cH:16]2)[CH2:17][NH:18][CH:19]([C:20](=[O:21])[NH:22][CH2:23][CH2:24][C:25](=[O:26])[OH:27])[CH2:35][c:36]2[cH:37][cH:38][c:39](-[c:42]3[cH:43][cH:44][cH:45][cH:46][cH:47]3)[cH:40][cH:41]2)[cH:2][cH:3][cH:4][cH:5][cH:6]1. Starting materials: OCCCBr, O=C([O-])[O-], CC#N, Cc1cc(C#N)ncc1-c1cc(S(=O)(=O)N2CCCCc3ccccc32)c(O)cc1Cl, [Cs+], [Cs+]. The product is Cc1cc(C#N)ncc1-c1cc(S(=O)(=O)N2CCCCc3ccccc32)c(OCCCO)cc1Cl. Reaction SMILES: [Br:38][CH2:39][CH2:40][CH2:41][OH:42].[C:32](=[O:33])([O-:34])[O-:35].[CH3:43][C:44]#[N:45].[Cl:1][c:2]1[c:3](-[c:23]2[c:24]([CH3:31])[cH:25][c:26]([C:29]#[N:30])[n:27][cH:28]2)[cH:4][c:5]([S:9](=[O:10])(=[O:11])[N:12]2[c:13]3[c:14]([cH:19][cH:20][cH:21][cH:22]3)[CH2:15][CH2:16][CH2:17][CH2:18]2)[c:6]([OH:8])[cH:7]1.[Cs+:36].[Cs+:37]>>[Cl:1][c:2]1[c:3](-[c:23]2[c:24]([CH3:31])[cH:25][c:26]([C:29]#[N:30])[n:27][cH:28]2)[cH:4][c:5]([S:9](=[O:10])(=[O:11])[N:12]2[c:13]3[c:14]([cH:19][cH:20][cH:21][cH:22]3)[CH2:15][CH2:16][CH2:17][CH2:18]2)[c:6]([O:8][CH2:39][CH2:40][CH2:41][OH:42])[cH:7]1.